This data is from the Open Reaction Database (ORD), a public repository of structured organic reaction records. The task is: describe an organic reaction: reactants, conditions, products, and yield The reactants are CCCCCCCNC(=O)N(C)c1cccc(-c2ccc(CC(Nc3ccccc3C(=O)c3ccccc3)C(=O)O)cc2)c1, CCOC(=O)C(Cc1ccc(-c2cccc(CNCC(=O)c3ccccc3)c2)cc1)Nc1ccccc1C(=O)c1ccccc1, [Li+], [OH-]. Yields the product O=C(CNCc1cccc(-c2ccc(CC(Nc3ccccc3C(=O)c3ccccc3)C(=O)O)cc2)c1)c1ccccc1. As a reaction SMILES: [C:1]([c:2]1[cH:3][cH:4][cH:5][cH:6][c:7]1[NH:8][CH:9]([CH2:10][c:11]1[cH:12][cH:13][c:14](-[c:15]2[cH:16][cH:17][cH:18][c:19]([N:20]([CH3:21])[C:22]([NH:23][CH2:24][CH2:25][CH2:26][CH2:27][CH2:28][CH2:29][CH3:30])=[O:31])[cH:32]2)[cH:33][cH:34]1)[C:35]([OH:36])=[O:37])(=[O:38])[c:39]1[cH:40][cH:41][cH:42][cH:43][cH:44]1.[C:45]([c:46]1[cH:47][cH:48][cH:49][cH:50][cH:51]1)(=[O:52])[CH2:53][NH:54][CH2:55][c:56]1[cH:57][c:58](-[c:62]2[cH:63][cH:64][c:65]([CH2:68][CH:69]([C:70](=[O:71])[O:72][CH2:73][CH3:74])[NH:75][c:76]3[c:77]([C:82]([c:83]4[cH:84][cH:85][cH:86][cH:87][cH:88]4)=[O:89])[cH:78][cH:79][cH:80][cH:81]3)[cH:66][cH:67]2)[cH:59][cH:60][cH:61]1.[Li+:90].[OH-:91]>>[C:45]([c:46]1[cH:47][cH:48][cH:49][cH:50][cH:51]1)(=[O:52])[CH2:53][NH:54][CH2:55][c:56]1[cH:57][c:58](-[c:62]2[cH:63][cH:64][c:65]([CH2:68][CH:69]([C:70](=[O:71])[OH:72])[NH:75][c:76]3[c:77]([C:82]([c:83]4[cH:84][cH:85][cH:86][cH:87][cH:88]4)=[O:89])[cH:78][cH:79][cH:80][cH:81]3)[cH:66][cH:67]2)[cH:59][cH:60][cH:61]1. The reactants are BrC1=NC(=CC2=CC(=C(C=C12)F)O)NC1=NNC(=C1)C (1-Bromo-7-fluoro-3-(5-methyl-1H-pyrazol-3-ylamino)-isoquinolin-6-ol). Solvent: C(C)(C)O (isopropanol). Product: FC1=C(C=C2C=C(N=C(C2=C1)OC(C)C)NC1=NNC(=C1)C)O (7-Fluoro-1-isopropoxy-3-(5-methyl-1H-pyrazol-3-ylamino)-isoquinolin-6-ol). RXN SMILES: Br[C:2]1[C:11]2[C:6](=[CH:7][C:8]([OH:13])=[C:9]([F:12])[CH:10]=2)[CH:5]=[C:4]([NH:14][C:15]2[CH:19]=[C:18]([CH3:20])[NH:17][N:16]=2)[N:3]=1>C(O)(C)C>[F:12][C:9]1[CH:10]=[C:11]2[C:6]([CH:5]=[C:4]([NH:14][C:15]3[CH:19]=[C:18]([CH3:20])[NH:17][N:16]=3)[N:3]=[C:2]2[O:13][CH:8]([CH3:9])[CH3:7])=[CH:7][C:8]=1[OH:13]. Procedure details: Similar procedure as described in example 376 was used, starting from 1-Bromo-7-fluoro-3-(5-methyl-1H-pyrazol-3-ylamino)-isoquinolin-6-ol, isopropanol, to give 7-Fluoro-1-isopropoxy-3-(5-methyl-1H-pyrazol-3-ylamino)-isoquinolin-6-ol. LC-MS: m/e 317 (MH+). Starting materials: Cc1ccc(CO)nc1, ClCCl, CC(C)OC(=O)N=NC(=O)OC(C)C, O=C(N1CCc2ccc(CCn3ccc(O)cc3=O)cc2CC1)C(F)(F)F, c1ccc(P(c2ccccc2)c2ccccc2)cc1. Yields the product Cc1ccc(COc2ccn(CCc3ccc4c(c3)CCN(C(=O)C(F)(F)F)CC4)c(=O)c2)nc1. As a reaction SMILES: [CH3:28][c:29]1[cH:30][cH:31][c:32]([CH2:35][OH:36])[n:33][cH:34]1.[Cl:70][CH2:71][Cl:72].[O:56]=[C:57]([O:58][CH:59]([CH3:60])[CH3:61])[N:62]=[N:63][C:64]([O:65][CH:66]([CH3:67])[CH3:68])=[O:69].[OH:1][c:2]1[cH:3][c:4](=[O:27])[n:5]([CH2:8][CH2:9][c:10]2[cH:11][c:12]3[c:13]([cH:25][cH:26]2)[CH2:14][CH2:15][N:16]([C:19]([C:20]([F:21])([F:22])[F:23])=[O:24])[CH2:17][CH2:18]3)[cH:6][cH:7]1.[c:37]1([P:38]([c:39]2[cH:40][cH:41][cH:42][cH:43][cH:44]2)[c:45]2[cH:46][cH:47][cH:48][cH:49][cH:50]2)[cH:51][cH:52][cH:53][cH:54][cH:55]1>>[O:1]([c:2]1[cH:3][c:4](=[O:27])[n:5]([CH2:8][CH2:9][c:10]2[cH:11][c:12]3[c:13]([cH:25][cH:26]2)[CH2:14][CH2:15][N:16]([C:19]([C:20]([F:21])([F:22])[F:23])=[O:24])[CH2:17][CH2:18]3)[cH:6][cH:7]1)[CH2:35][c:32]1[cH:31][cH:30][c:29]([CH3:28])[cH:34][n:33]1. Reactants: CCCCCCCCCCCCCCCCCC(=O)Cl, CN(CC(=O)[O-])C(=N)N, [K+]. Yields the product CCCCCCCCCCCCCCCCCC(=O)OC(=O)CN(C)C(=N)N. As a reaction SMILES: [C:1]([CH2:2][CH2:3][CH2:4][CH2:5][CH2:6][CH2:7][CH2:8][CH2:9][CH2:10][CH2:11][CH2:12][CH2:13][CH2:14][CH2:15][CH2:16][CH2:17][CH3:18])(=[O:19])[Cl:20].[CH3:21][N:22]([C:23](=[NH:24])[NH2:25])[CH2:26][C:27](=[O:28])[O-:29].[K+:30]>>[C:1]([CH2:2][CH2:3][CH2:4][CH2:5][CH2:6][CH2:7][CH2:8][CH2:9][CH2:10][CH2:11][CH2:12][CH2:13][CH2:14][CH2:15][CH2:16][CH2:17][CH3:18])(=[O:19])[O:28][C:27]([CH2:26][N:22]([CH3:21])[C:23](=[NH:24])[NH2:25])=[O:29]. The reactants are BrC1=C(N(C=C1)S(=O)(=O)C1=CC=CC=C1)C(=O)OC (methyl 3-bromo-1-(phenylsulfonyl)-1H-pyrrole-2-carboxylate), ClC=1C=C(N)C=C(C1)Cl (3,5-dichloroaniline), 44a. Product: BrC1=C(N(C=C1)S(=O)(=O)C1=CC=CC=C1)C(=O)NC1=CC(=CC(=C1)Cl)Cl (3-Bromo-N-(3,5-dichlorophenyl)-1-(phenylsulfonyl)-1H-pyrrole-2-carboxamide). Isolated yield 95.8%. As a reaction SMILES: [Br:1][C:2]1[CH:6]=[CH:5][N:4]([S:7]([C:10]2[CH:15]=[CH:14][CH:13]=[CH:12][CH:11]=2)(=[O:9])=[O:8])[C:3]=1[C:16]([O:18]C)=O.[Cl:20][C:21]1[CH:22]=[C:23]([CH:25]=[C:26]([Cl:28])[CH:27]=1)[NH2:24]>>[Br:1][C:2]1[CH:6]=[CH:5][N:4]([S:7]([C:10]2[CH:11]=[CH:12][CH:13]=[CH:14][CH:15]=2)(=[O:8])=[O:9])[C:3]=1[C:16]([NH:24][C:23]1[CH:22]=[C:21]([Cl:20])[CH:27]=[C:26]([Cl:28])[CH:25]=1)=[O:18]. Procedure: Prepared from 2.00 g (5.81 mmol) of methyl 3-bromo-1-(phenylsulfonyl)-1H-pyrrole-2-carboxylate and 2.82 g (17.41 mmol) of 3,5-dichloroaniline following the experimental procedure described in Preparation 44a. The product was purified by flash chromatography (0% to 40% hexane/AcOEt) to give 2.64 g (96% yield) of the title compound as a beige solid. The reactants are BrC=1C=C(CNC(OC(C)(C)C)=O)C=CC1 (tert-butyl N-(3-bromobenzyl)carbamate), OC=1C=C(C=CC1)B(O)O (3-hydroxyphenylboronic acid). Yields the product OC=1C=C(C=CC1)C1=CC(=CC=C1)CNC(OC(C)(C)C)=O (tert-Butyl N-(3′-hydroxybiphenyl-3-ylmethyl)carbamate). As a reaction SMILES: Br[C:2]1[CH:3]=[C:4]([CH:14]=[CH:15][CH:16]=1)[CH2:5][NH:6][C:7](=[O:13])[O:8][C:9]([CH3:12])([CH3:11])[CH3:10].[OH:17][C:18]1[CH:19]=[C:20](B(O)O)[CH:21]=[CH:22][CH:23]=1>>[OH:17][C:18]1[CH:23]=[C:22]([C:2]2[CH:16]=[CH:15][CH:14]=[C:4]([CH2:5][NH:6][C:7](=[O:13])[O:8][C:9]([CH3:12])([CH3:11])[CH3:10])[CH:3]=2)[CH:21]=[CH:20][CH:19]=1. Reported procedure: The title compound was prepared in a similar manner to that described in Reference Example 2 using tert-butyl N-(3-bromobenzyl)carbamate instead of tert-butyl N-(4-bromobenzyl)carbamate and 3-hydroxyphenylboronic acid instead of 3-benzyloxyphenylboronic acid.